From a dataset of the Open Reaction Database (ORD), a public repository of structured organic reaction records. describe an organic reaction: reactants, conditions, products, and yield Reactants: CC(C)N1CCC(NC(=O)c2nc3c(C(=O)O)cccc3n2Cc2cc(-c3ccc(Cl)s3)on2)CC1, O=C(O)CCl, [K+], [K+], O=C([O-])[O-], CN(C)C=O. Product: CC(C)N1CCC(NC(=O)c2nc3c(C(=O)OCC(=O)O)cccc3n2Cc2cc(-c3ccc(Cl)s3)on2)CC1. RXN SMILES: [Cl:1][c:2]1[cH:3][cH:4][c:5](-[c:7]2[cH:8][c:9]([CH2:12][n:13]3[c:14]([C:25]([NH:26][CH:27]4[CH2:28][CH2:29][N:30]([CH:33]([CH3:34])[CH3:35])[CH2:31][CH2:32]4)=[O:36])[n:15][c:16]4[c:17]3[cH:18][cH:19][cH:20][c:21]4[C:22](=[O:23])[OH:24])[n:10][o:11]2)[s:6]1.[Cl:43][CH2:44][C:45](=[O:46])[OH:47].[K+:37].[K+:38].[O-:39][C:40]([O-:41])=[O:42].[O:48]=[CH:49][N:50]([CH3:51])[CH3:52]>>[Cl:1][c:2]1[cH:3][cH:4][c:5](-[c:7]2[cH:8][c:9]([CH2:12][n:13]3[c:14]([C:25]([NH:26][CH:27]4[CH2:28][CH2:29][N:30]([CH:33]([CH3:34])[CH3:35])[CH2:31][CH2:32]4)=[O:36])[n:15][c:16]4[c:17]3[cH:18][cH:19][cH:20][c:21]4[C:22]([O:23][CH2:44][C:45](=[O:46])[OH:47])=[O:24])[n:10][o:11]2)[s:6]1.